This data is from the Open Reaction Database (ORD), a public repository of structured organic reaction records. The task is: describe an organic reaction: reactants, conditions, products, and yield Reactants: CN(C)C=O, Cn1nc(N)nc1NCCCOc1cccc(CN2CCCCC2)c1, [H-], [Na+]. Product: Cn1nc(NC=O)nc1NCCCOc1cccc(CN2CCCCC2)c1. Reaction SMILES: [CH3:28][N:29]([CH:30]=[O:31])[CH3:32].[CH3:3][n:4]1[n:5][c:6]([NH2:27])[n:7][c:8]1[NH:9][CH2:10][CH2:11][CH2:12][O:13][c:14]1[cH:15][c:16]([CH2:20][N:21]2[CH2:22][CH2:23][CH2:24][CH2:25][CH2:26]2)[cH:17][cH:18][cH:19]1.[H-:1].[Na+:2]>>[CH3:3][n:4]1[n:5][c:6]([NH:27][CH:30]=[O:31])[n:7][c:8]1[NH:9][CH2:10][CH2:11][CH2:12][O:13][c:14]1[cH:15][c:16]([CH2:20][N:21]2[CH2:22][CH2:23][CH2:24][CH2:25][CH2:26]2)[cH:17][cH:18][cH:19]1. Reactants: CC1CCC(C)(O)CC1c1cccc(OCc2ccc3c(ccc(=O)n3C)c2)c1, CI. Yields the product COC1(C)CCC(C)C(c2cccc(OCc3ccc4c(ccc(=O)n4C)c3)c2)C1. As a reaction SMILES: [CH3:1][C:2]1([OH:29])[CH2:3][CH:4]([c:9]2[cH:10][c:11]([O:15][CH2:16][c:17]3[cH:18][c:19]4[cH:20][cH:21][c:22](=[O:28])[n:23]([CH3:27])[c:24]4[cH:25][cH:26]3)[cH:12][cH:13][cH:14]2)[CH:5]([CH3:8])[CH2:6][CH2:7]1.[CH3:30][I:31]>>[CH3:1][C:2]1([O:29][CH3:30])[CH2:3][CH:4]([c:9]2[cH:10][c:11]([O:15][CH2:16][c:17]3[cH:18][c:19]4[cH:20][cH:21][c:22](=[O:28])[n:23]([CH3:27])[c:24]4[cH:25][cH:26]3)[cH:12][cH:13][cH:14]2)[CH:5]([CH3:8])[CH2:6][CH2:7]1. Starting materials: OC1(C2=CC=CC=C2C=2C=CC=CC12)C(=O)O (9-Hydroxy-9H-fluorene-9-carboxylic acid), Cl (hydrogen chloride), CO (methanol). Product: COC(=O)C1(C2=CC=CC=C2C=2C=CC=CC12)O (9-Hydroxy-9H-fluorene-9-carboxylic acid methyl ester). RXN SMILES: [OH:1][C:2]1([C:15]([OH:17])=[O:16])[C:14]2[CH:13]=[CH:12][CH:11]=[CH:10][C:9]=2[C:8]2[C:3]1=[CH:4][CH:5]=[CH:6][CH:7]=2.Cl.[CH3:19]O>>[CH3:19][O:16][C:15]([C:2]1([OH:1])[C:3]2[CH:4]=[CH:5][CH:6]=[CH:7][C:8]=2[C:9]2[C:14]1=[CH:13][CH:12]=[CH:11][CH:10]=2)=[O:17]. Reported procedure: 9-Hydroxy-9H-fluorene-9-carboxylic acid (Aldrich Chemical, Inc.) (20.0 g, 88.4 mmol) was added to 100 mL methanol saturated with hydrogen chloride and mixture was stirred at reflux for 4 h. The crystalline material obtained on cooling was collected by filtration and washed with cold 1:1 ethyl acetate/hexane to provide after drying (1), 15.8 g (74%). Starting materials: CP(O)O (methylphosphonous acid), Dibutyl Carboxyethylmethylphosphinate, dibutyl carboxyethylmethylphosphinate, C(CCC)O (butanol), O (water). Product: C(=O)(O)CCP(O)(=O)C (carboxyethylmethylphosphinic acid). Reaction SMILES: [OH2:1].[CH3:2][P:3]([OH:5])[OH:4].[CH2:6]([OH:10])[CH2:7][CH2:8]C>>[C:6]([CH2:7][CH2:8][P:3]([CH3:2])(=[O:5])[OH:4])([OH:10])=[O:1]. Procedure details: Hydrolysis of Dibutyl Carboxyethylmethylphosphinate 528 g (2 mol) of the dibutyl carboxyethylmethylphosphinate obtained according to Example 4 are charged to a 1 l five-neck flask fitted with thermometer, reflux condenser, high-speed stirrer and dropping funnel. At 160° C., 500 ml of water are metered in over 4 h and a butanol-water mixture is distilled off. 281 g of butanol are obtained, which corresponds to 95% of theory. The distillatively removed butanol is re-used to esterify the methylphos... Reported procedure: An aqueous solution (1 mL) of potassium hydroxide (29 mg, 0.51 mmol) was added to a solution of N-[4-(2-cyclopentylethoxy)-2-fluorophenyl]-N-(4-methoxybenzyl)-2-(trifluoroacetyl)-1,2,3,4-tetrahydroisoquinoline-6-sulfonamide obtained (163 mg, 0.26 mmol) in ethanol (4 mL), and the mixture was stirred at room temperature for 15 hr. The mixture was diluted with water and extracted with chloroform. The organic layer was concentrated under reduced pressure to afford the title compound as a colorless o... Reaction SMILES: [OH-].[K+].[CH:3]1([CH2:8][CH2:9][O:10][C:11]2[CH:16]=[CH:15][C:14]([N:17]([CH2:37][C:38]3[CH:43]=[CH:42][C:41]([O:44][CH3:45])=[CH:40][CH:39]=3)[S:18]([C:21]3[CH:22]=[C:23]4[C:28](=[CH:29][CH:30]=3)[CH2:27][N:26](C(=O)C(F)(F)F)[CH2:25][CH2:24]4)(=[O:20])=[O:19])=[C:13]([F:46])[CH:12]=2)[CH2:7][CH2:6][CH2:5][CH2:4]1>C(O)C.O>[CH:3]1([CH2:8][CH2:9][O:10][C:11]2[CH:16]=[CH:15][C:14]([N:17]([CH2:37][C:38]3[CH:39]=[CH:40][C:41]([O:44][CH3:45])=[CH:42][CH:43]=3)[S:18]([C:21]3[CH:22]=[C:23]4[C:28](=[CH:29][CH:30]=3)[CH2:27][NH:26][CH2:25][CH2:24]4)(=[O:19])=[O:20])=[C:13]([F:46])[CH:12]=2)[CH2:7][CH2:6][CH2:5][CH2:4]1 |f:0.1|. Run in O (water), C(C)O (ethanol). Reactants: [OH-].[K+] (potassium hydroxide), C1(CCCC1)CCOC1=CC(=C(C=C1)N(S(=O)(=O)C=1C=C2CCN(CC2=CC1)C(C(F)(F)F)=O)CC1=CC=C(C=C1)OC)F (N-[4-(2-cyclopentylethoxy)-2-fluorophenyl]-N-(4-methoxybenzyl)-2-(trifluoroacetyl)-1,2,3,4-tetrahydroisoquinoline-6-sulfonamide). The product is C1(CCCC1)CCOC1=CC(=C(C=C1)N(S(=O)(=O)C=1C=C2CCNCC2=CC1)CC1=CC=C(C=C1)OC)F (N-[4-(2-Cyclopentylethoxy)-2-fluorophenyl]-N-(4-methoxybenzyl)-1,2,3,4-tetrahydroisoquinoline-6-sulfonamide). Reaction conditions: time 15 hour. The reactants are N(=NC(=O)N1CCCCC1)C(=O)N1CCCCC1 (1,1'-(azodicarbonyl)dipiperidine), C(C)(C)(C)OC(=O)N1C(CC2=CC=CC=C12)CO (1-t-butoxycarbonyl-2-hydroxymethylindoline), C(CCC)P(CCCC)CCCC (tributylphosphine), OC1=CC=C(CC2C(N(C(S2)=O)C(C2=CC=CC=C2)(C2=CC=CC=C2)C2=CC=CC=C2)=O)C=C1 (5-(4-hydroxybenzyl)-3-triphenylmethylthiazolidine-2,4-dione). The solvent is O1CCCC1 (tetrahydrofuran), CN(C=O)C (dimethylformamide), O1CCCC1 (tetrahydrofuran). Reaction conditions: time 20 hour. The product is C(C)(C)(C)OC(=O)N1C(CC2=CC=CC=C12)COC1=CC=C(CC2C(N(C(S2)=O)C(C2=CC=CC=C2)(C2=CC=CC=C2)C2=CC=CC=C2)=O)C=C1 (5-[4-(1-t-Butoxycarbonylindolin-2-ylmethoxy)benzyl]-3-triphenylmethylthiazolidine-2,4-dione). Isolated yield 20.4%. As a reaction SMILES: N(C(N1CCCCC1)=O)=NC(N1CCCCC1)=O.[C:19]([O:23][C:24]([N:26]1[C:34]2[C:29](=[CH:30][CH:31]=[CH:32][CH:33]=2)[CH2:28][CH:27]1[CH2:35][OH:36])=[O:25])([CH3:22])([CH3:21])[CH3:20].C(P(CCCC)CCCC)CCC.O[C:51]1[CH:83]=[CH:82][C:54]([CH2:55][CH:56]2[S:60][C:59](=[O:61])[N:58]([C:62]([C:75]3[CH:80]=[CH:79][CH:78]=[CH:77][CH:76]=3)([C:69]3[CH:74]=[CH:73][CH:72]=[CH:71][CH:70]=3)[C:63]3[CH:68]=[CH:67][CH:66]=[CH:65][CH:64]=3)[C:57]2=[O:81])=[CH:53][CH:52]=1>O1CCCC1.CN(C)C=O>[C:19]([O:23][C:24]([N:26]1[C:34]2[C:29](=[CH:30][CH:31]=[CH:32][CH:33]=2)[CH2:28][CH:27]1[CH2:35][O:36][C:51]1[CH:83]=[CH:82][C:54]([CH2:55][CH:56]2[S:60][C:59](=[O:61])[N:58]([C:62]([C:75]3[CH:80]=[CH:79][CH:78]=[CH:77][CH:76]=3)([C:69]3[CH:70]=[CH:71][CH:72]=[CH:73][CH:74]=3)[C:63]3[CH:68]=[CH:67][CH:66]=[CH:65][CH:64]=3)[C:57]2=[O:81])=[CH:53][CH:52]=1)=[O:25])([CH3:22])([CH3:21])[CH3:20]. Procedure: A solution of 6.6 g of 1,1'-(azodicarbonyl)dipiperidine in 10 ml of anhydrous tetrahydrofuran and 20 ml of anhydrous dimethylformamide was added dropwise to a mixture of 6.5 g of 1-t-butoxycarbonyl-2-hydroxymethylindoline (prepared as described in preparation 3), 6.5 ml of tributylphosphine, 12.2 g of 5-(4-hydroxybenzyl)-3-triphenylmethylthiazolidine-2,4-dione [prepared as described in European Patent Publication No. 549 365A1] and 100 ml of anhydrous tetrahydrofuran, and the resulting mixture w... The reactants are ClC(C=1OC2=C(C1C)C=CC=C2)C2CCCCC2 (2-[chloro(cyclohexyl)methyl]-3-methyl-1-benzofuran), NC1=CC=C(C=C1)C(=O)NCCC(=O)OCC (ethyl 3-{[(4-aminophenyl)carbonyl]amino}propanoate). Yields the product C1(CCCCC1)C(C=1OC2=C(C1C)C=CC=C2)NC2=CC=C(C=C2)C(=O)NCCC(=O)O (3-{[(4-{[cyclohexyl(3-methyl-1-benzofuran-2-yl)methyl]amino}phenyl)carbonyl]amino}propanoic acid). The yield is 37.4%. RXN SMILES: Cl[CH:2]([CH:13]1[CH2:18][CH2:17][CH2:16][CH2:15][CH2:14]1)[C:3]1[O:4][C:5]2[CH:12]=[CH:11][CH:10]=[CH:9][C:6]=2[C:7]=1[CH3:8].[NH2:19][C:20]1[CH:25]=[CH:24][C:23]([C:26]([NH:28][CH2:29][CH2:30][C:31]([O:33]CC)=[O:32])=[O:27])=[CH:22][CH:21]=1>>[CH:13]1([CH:2]([NH:19][C:20]2[CH:21]=[CH:22][C:23]([C:26]([NH:28][CH2:29][CH2:30][C:31]([OH:33])=[O:32])=[O:27])=[CH:24][CH:25]=2)[C:3]2[O:4][C:5]3[CH:12]=[CH:11][CH:10]=[CH:9][C:6]=3[C:7]=2[CH3:8])[CH2:18][CH2:17][CH2:16][CH2:15][CH2:14]1. Reported procedure: Using 2-[chloro(cyclohexyl)methyl]-3-methyl-1-benzofuran (433 mg) synthesized in Example A16(3) and ethyl 3-{[(4-aminophenyl)carbonyl]amino}propanoate (390 mg) synthesized in Example 1(2) and in the same manner as, in Example A7(3), the title object compound (268 mg, 37%) was obtained as a white solid. Reactants: [OH-].[Na+] (sodium hydroxide), COC1=CC=C(C=C1)CN1C(CCC1C(=O)OC)=O ((±)-1-[(4-methoxyphenyl)methyl]-5-methoxycarbonyl-2-pyrrolidinone). The solvent is O (water). Yields the product COC1=CC=C(C=C1)CN1C(CCC1=O)C(=O)O ((±)-1-[(4-Methoxyphenyl)methyl]-5-oxo-2-pyrrolidinecarboxylic acid). Isolated yield 48.1%. RXN SMILES: [OH-].[Na+].[CH3:3][O:4][C:5]1[CH:10]=[CH:9][C:8]([CH2:11][N:12]2[CH:16]([C:17]([O:19]C)=[O:18])[CH2:15][CH2:14][C:13]2=[O:21])=[CH:7][CH:6]=1>O>[CH3:3][O:4][C:5]1[CH:10]=[CH:9][C:8]([CH2:11][N:12]2[C:13](=[O:21])[CH2:14][CH2:15][CH:16]2[C:17]([OH:19])=[O:18])=[CH:7][CH:6]=1 |f:0.1|. Procedure: A solution of 16.80 g of sodium hydroxide pellets in 175 ml of water was treated with 75 g of (±)-1-[(4-methoxyphenyl)methyl]-5-methoxycarbonyl-2-pyrrolidinone and the mixture was heated for two hours with a steam bath. The solution was cooled to room temperature and extracted with diethyl ether (2×300 ml). The aqueous phase was acidified to about pH=1 with 50 ml of concentrated hydrochloric acid and extracted with dichloromethane (3×250 ml). The dried (Na2SO4) organic phase was vacuum filtered ... Reactants: O=Cc1cc2c(Cl)cccc2nc1Cl, OB(O)c1ccccc1C(F)(F)F, [Na+], [Na+], O=C([O-])[O-], c1ccc(P(c2ccccc2)(c2ccccc2)[Pd](P(c2ccccc2)(c2ccccc2)c2ccccc2)(P(c2ccccc2)(c2ccccc2)c2ccccc2)P(c2ccccc2)(c2ccccc2)c2ccccc2)cc1. Reaction SMILES: [Cl:1][c:2]1[n:3][c:4]2[cH:5][cH:6][cH:7][c:8]([Cl:14])[c:9]2[cH:10][c:11]1[CH:12]=[O:13].[F:15][C:16]([c:17]1[c:18]([B:23]([OH:24])[OH:25])[cH:19][cH:20][cH:21][cH:22]1)([F:26])[F:27].[Na+:28].[Na+:29].[O-:30][C:31](=[O:32])[O-:33].[cH:34]1[cH:35][cH:36][c:37]([P:38]([Pd:39]([P:40]([c:41]2[cH:42][cH:43][cH:44][cH:45][cH:46]2)([c:47]2[cH:48][cH:49][cH:50][cH:51][cH:52]2)[c:53]2[cH:54][cH:55][cH:56][cH:57][cH:58]2)([P:59]([c:60]2[cH:61][cH:62][cH:63][cH:64][cH:65]2)([c:66]2[cH:67][cH:68][cH:69][cH:70][cH:71]2)[c:72]2[cH:73][cH:74][cH:75][cH:76][cH:77]2)[P:78]([c:79]2[cH:80][cH:81][cH:82][cH:83][cH:84]2)([c:85]2[cH:86][cH:87][cH:88][cH:89][cH:90]2)[c:91]2[cH:92][cH:93][cH:94][cH:95][cH:96]2)([c:97]2[cH:98][cH:99][cH:100][cH:101][cH:102]2)[c:103]2[cH:104][cH:105][cH:106][cH:107][cH:108]2)[cH:109][cH:110]1>>[c:2]1(-[c:18]2[c:17]([C:16]([F:15])([F:26])[F:27])[cH:22][cH:21][cH:20][cH:19]2)[n:3][c:4]2[cH:5][cH:6][cH:7][c:8]([Cl:14])[c:9]2[cH:10][c:11]1[CH:12]=[O:13]. Product: O=Cc1cc2c(Cl)cccc2nc1-c1ccccc1C(F)(F)F. Run in C(C)(=O)OCC (ethyl acetate). Reaction conditions: time 17 hour. Reaction SMILES: [F:1][C:2]1[C:7]([C:8]([C:10]2[C:18]3[C:13](=[N:14][CH:15]=[C:16]([B:19]4[O:23][C:22]([CH3:25])([CH3:24])[C:21]([CH3:27])([CH3:26])[O:20]4)[CH:17]=3)[NH:12][CH:11]=2)=[O:9])=[C:6]([F:28])[CH:5]=[CH:4][C:3]=1[NH:29][S:30]([CH2:33][CH2:34][CH3:35])(=[O:32])=[O:31].C1(C)C=CC=CC=1.C(NC(C)C)(C)C.[Cl:50][C:51]1[CH:59]=[CH:58][CH:57]=[C:56]([Cl:60])[C:52]=1[C:53](Cl)=[O:54]>CN(C)C1C=CN=CC=1.C(OCC)(=O)C>[Cl:50][C:51]1[CH:59]=[CH:58][CH:57]=[C:56]([Cl:60])[C:52]=1[C:53]([N:12]1[C:13]2=[N:14][CH:15]=[C:16]([B:19]3[O:20][C:21]([CH3:26])([CH3:27])[C:22]([CH3:24])([CH3:25])[O:23]3)[CH:17]=[C:18]2[C:10]([C:8]([C:7]2[C:2]([F:1])=[C:3]([NH:29][S:30]([CH2:33][CH2:34][CH3:35])(=[O:31])=[O:32])[CH:4]=[CH:5][C:6]=2[F:28])=[O:9])=[CH:11]1)=[O:54]. Reactants: FC1=C(C=CC(=C1C(=O)C1=CNC2=NC=C(C=C21)B2OC(C(O2)(C)C)(C)C)F)NS(=O)(=O)CCC (propane-1-sulfonic acid (2,4-difluoro-3-[5-(4,4,5,5-tetramethyl-[1,3,2]dioxaborolan-2-yl)-1H-pyrrolo[2,3-b]pyridine-3-carbonyl]-phenyl)-amide), C1(=CC=CC=C1)C (toluene), C(C)(C)NC(C)C (diisopropylamine), ClC1=C(C(=O)Cl)C(=CC=C1)Cl (2,6-dichloro-benzoyl chloride). Product: ClC1=C(C(=O)N2C=C(C=3C2=NC=C(C3)B3OC(C(O3)(C)C)(C)C)C(=O)C=3C(=C(C=CC3F)NS(=O)(=O)CCC)F)C(=CC=C1)Cl (propane-1-sulfonic acid {3-[1-(2,6-dichloro-benzoyl)-5-(4,4,5,5-tetramethyl-[1,3,2]dioxaborolan-2-yl)-1H-pyrrolo[2,3-b]pyridine-3-carbonyl]-2,4-difluoro-phenyl}-amide). Reagents/catalysts: CN(C1=CC=NC=C1)C (4-dimethylaminopyridine). Procedure details: Propane-1-sulfonic acid {2,4-difluoro-3-[5-(4,4,5,5-tetramethyl-[1,3,2]dioxaborolan-2-yl)-1H-pyrrolo[2,3-b]pyridine-3-carbonyl]-phenyl}-amide (30, 2.1 g, 4.16 mmol), 21 mL of toluene, diisopropylamine (1.5 mL, 8.31 mmol), 4-dimethylaminopyridine (101 mg, 0.83 mmol) and 2,6-dichloro-benzoyl chloride (10, 0.7 mL, 4.78 mmol) are combined in a reaction flask under nitrogen. The reaction is stirred at room temperature for 17 hours, then diluted with 100 mL of ethyl acetate and extracted. The organic ...